Dataset: the Open Reaction Database (ORD), a public repository of structured organic reaction records. Task: describe an organic reaction: reactants, conditions, products, and yield The reactants are FC1=CC=C(OCC(CN2CCC(CC2)N2C(NC3=C2C=CC=C3)=O)OC(C)=O)C=C1 (1-{1-[3-(p-fluorophenoxy)-2-acetyloxypropyl]-4-piperidyl}-2-oxobenzimidazoline), [OH-].[K+] (potassium hydroxide), C(C)O (ethanol). The solvent is O (water), O (water). Reaction conditions: time 1 hour. Yields the product FC1=CC=C(OCC(CN2CCC(CC2)N2C(NC3=C2C=CC=C3)=O)O)C=C1 (1-{1-[3-(p-fluorophenoxy)-2-hydroxypropyl]-4-piperidyl}-2-oxobenzimidazoline). RXN SMILES: [F:1][C:2]1[CH:31]=[CH:30][C:5]([O:6][CH2:7][CH:8]([O:26]C(=O)C)[CH2:9][N:10]2[CH2:15][CH2:14][CH:13]([N:16]3[C:20]4[CH:21]=[CH:22][CH:23]=[CH:24][C:19]=4[NH:18][C:17]3=[O:25])[CH2:12][CH2:11]2)=[CH:4][CH:3]=1.[OH-].[K+].C(O)C>O>[F:1][C:2]1[CH:3]=[CH:4][C:5]([O:6][CH2:7][CH:8]([OH:26])[CH2:9][N:10]2[CH2:11][CH2:12][CH:13]([N:16]3[C:20]4[CH:21]=[CH:22][CH:23]=[CH:24][C:19]=4[NH:18][C:17]3=[O:25])[CH2:14][CH2:15]2)=[CH:30][CH:31]=1 |f:1.2|. Procedure: A mixture of 2.2 g of 1-{1-[3-(p-fluorophenoxy)-2-acetyloxypropyl]-4-piperidyl}-2-oxobenzimidazoline, 1.1 g of potassium hydroxide, 5 ml of water and 20 ml of ethanol is stirred at room temperature for one hour. The reaction mixture is poured into 200 ml of water. After cooling, the precipitate formed is collected by filtration and dried to give 1-{1-[3-(p-fluorophenoxy)-2-hydroxypropyl]-4-piperidyl}-2-oxobenzimidazoline, m.p. 175° - 176° C. Recrystallization from benzene gives white crystals, m... Reactants: needles, ClC1=C2N=CN(C2=NC=N1)CC1=C(C=CC=C1Cl)Cl (6-Chloro-9-(2,6-dichlorobenzyl)purine), C(C)N (ethylamine). The solvent is CO (methanol). Product: ClC1=C(CN2C3=NC=NC(=C3N=C2)NCC)C(=CC=C1)Cl (9-(2,6-dichlorobenzyl)-6-ethylaminopurine). Isolated yield 79.0%. RXN SMILES: Cl[C:2]1[N:10]=[CH:9][N:8]=[C:7]2[C:3]=1[N:4]=[CH:5][N:6]2[CH2:11][C:12]1[C:17]([Cl:18])=[CH:16][CH:15]=[CH:14][C:13]=1[Cl:19].[CH2:20]([NH2:22])[CH3:21]>CO>[Cl:19][C:13]1[CH:14]=[CH:15][CH:16]=[C:17]([Cl:18])[C:12]=1[CH2:11][N:6]1[CH:5]=[N:4][C:3]2[C:7]1=[N:8][CH:9]=[N:10][C:2]=2[NH:22][CH2:20][CH3:21]. Reported procedure: 6-Chloro-9-(2,6-dichlorobenzyl)purine (314 mg), 322 mg of 70% aqueous ethylamine and 25 ml of methanol were treated in the same manner as Example 2, whereby 255 mg (yield 79%) of 9-(2,6-dichlorobenzyl)-6-ethylaminopurine was obtained as needles melting at 222°-223° C.